Dataset: the Open Reaction Database (ORD), a public repository of structured organic reaction records. Task: describe an organic reaction: reactants, conditions, products, and yield The reactants are intermediate d, C(C)(C)(C)OC(=O)N1C[C@H]2CC3=CC(=C(N=C3N2[C@@H](C1)C)C)CO ((4R,9aR)-7-hydroxymethyl-4,6-dimethyl-3,4,9,9a-tetrahydro-1H-2,4a,5-triaza-fluorene-2-carboxylic acid tert-butyl ester), [H-].[Na+] (sodium hydride), CI (methyl iodide). Product: C(C)(C)(C)OC(=O)N1C[C@H]2CC3=CC(=C(N=C3N2[C@@H](C1)C)C)COC ((4R,9aR)-7-Methoxymethyl-4,6-dimethyl-3,4,9,9a-tetrahydro-1H-2,4a,5-triaza-fluorene-2-carboxylic acid tert-butyl ester). RXN SMILES: [C:1]([O:5][C:6]([N:8]1[CH2:20][C@@H:19]([CH3:21])[N:18]2[C@H:10]([CH2:11][C:12]3[C:17]2=[N:16][C:15]([CH3:22])=[C:14]([CH2:23][OH:24])[CH:13]=3)[CH2:9]1)=[O:7])([CH3:4])([CH3:3])[CH3:2].[H-].[Na+].[CH3:27]I>>[C:1]([O:5][C:6]([N:8]1[CH2:20][C@@H:19]([CH3:21])[N:18]2[C@H:10]([CH2:11][C:12]3[C:17]2=[N:16][C:15]([CH3:22])=[C:14]([CH2:23][O:24][CH3:27])[CH:13]=3)[CH2:9]1)=[O:7])([CH3:2])([CH3:3])[CH3:4] |f:1.2|. Reported procedure: This compound was prepared in analogy to example 1, intermediate d) from (4R,9aR)-7-hydroxymethyl-4,6-dimethyl-3,4,9,9a-tetrahydro-1H-2,4a,5-triaza-fluorene-2-carboxylic acid tert-butyl ester, sodium hydride and methyl iodide. The reactants are N#CCC(=O)Nc1nccs1, Cn1cccc1C(=O)Cl, COCCOC, CN(C)C=O, Cl, [H-], [H-], [Na+], O. Product: Cn1cccc1C(=O)C(C#N)C(=O)Nc1nccs1. Reaction SMILES: [C:3](#[N:4])[CH2:5][C:6](=[O:7])[NH:8][c:9]1[s:10][cH:11][cH:12][n:13]1.[CH3:15][n:16]1[c:17]([C:21](=[O:22])[Cl:23])[cH:18][cH:19][cH:20]1.[CH3:25][O:26][CH2:27][CH2:28][O:29][CH3:30].[CH3:32][N:33]([CH3:34])[CH:35]=[O:36].[ClH:24].[H-:14].[H-:2].[Na+:1].[OH2:31]>>[C:3](#[N:4])[CH:5]([C:6](=[O:7])[NH:8][c:9]1[s:10][cH:11][cH:12][n:13]1)[C:21]([c:17]1[n:16]([CH3:15])[cH:20][cH:19][cH:18]1)=[O:22].